From a dataset of the Open Reaction Database (ORD), a public repository of structured organic reaction records. describe an organic reaction: reactants, conditions, products, and yield Reactants: Cl, Cl, Nc1ccc([N+](=O)[O-])cc1[N+](=O)[O-]. Product: Nc1c(Cl)cc([N+](=O)[O-])cc1[N+](=O)[O-]. Reaction SMILES: [Cl:14].[ClH:15].[NH2:1][c:2]1[cH:3][cH:4][c:5]([N+:11]([O-:12])=[O:13])[cH:6][c:7]1[N+:8]([O-:9])=[O:10]>>[NH2:1][c:2]1[c:3]([Cl:15])[cH:4][c:5]([N+:11]([O-:12])=[O:13])[cH:6][c:7]1[N+:8]([O-:9])=[O:10]. The yield is 87.6%. Reported procedure: A mixture of 21.0 g of 2-bromo-4-pyridinemethanol, 32.3 g of N-bromosuccinimide and 23.1 g of anhydrous sodium carbonate was suspended in 600 ml of benzene, and heated under reflux (bath temperature 110° to 120° C.) for 4 hours. The mixture was cooled over an ice bath, and a saturated aqueous solution of sodium hydrogen carbonate was added to adjust its pH to 9 to 10. The insoluble matter was removed by filtration (by washing with ethyl acetate). The organic layer was separated, washed with a 10... The solvent is C1=CC=CC=C1 (benzene). Reaction SMILES: [Br:1][C:2]1[CH:7]=[C:6]([CH2:8][OH:9])[CH:5]=[CH:4][N:3]=1.BrN1C(=O)CCC1=O.C(=O)([O-])[O-].[Na+].[Na+].C(=O)([O-])O.[Na+]>C1C=CC=CC=1>[Br:1][C:2]1[CH:7]=[C:6]([CH:8]=[O:9])[CH:5]=[CH:4][N:3]=1 |f:2.3.4,5.6|. Product: BrC1=NC=CC(=C1)C=O (2-bromo-4-pyridinecarboxaldehyde). Reactants: BrC1=NC=CC(=C1)CO (2-bromo-4-pyridinemethanol), BrN1C(CCC1=O)=O (N-bromosuccinimide), C([O-])([O-])=O.[Na+].[Na+] (sodium carbonate), C(O)([O-])=O.[Na+] (sodium hydrogen carbonate). Reactants: CC=1C(C(C(CC1)C)C)=O (2,5,6-trimethyl-2-cyclohexen-1-one). Reagents/catalysts: [Pd] (palladium/silica). The product is CC1=C(C(=CC=C1C)C)O (2,3,6-trimethylphenol). Isolated yield 96.0%. As a reaction SMILES: [CH3:1][C:2]1[C:3](=[O:10])[CH:4]([CH3:9])[CH:5]([CH3:8])[CH2:6][CH:7]=1>[Pd]>[CH3:9][C:4]1[C:5]([CH3:8])=[CH:6][CH:7]=[C:2]([CH3:1])[C:3]=1[OH:10]. Procedure details: 1000 g of 2,5,6-trimethyl-2-cyclohexen-1-one is passed per hour per liter of catalyst at atmospheric pressure through an externally heated tube having a capacity of 250 cm3 and filled with a palladium/silica gel catalyst (0.2% by weight of palladium), the temperature being 300° C. The yield is 96% of 2,3,6-trimethylphenol. 4% of starting material is recovered and returned to the reaction. Reactants: COC1=C(C=CC(=C1)OC1CCN(CC1)C(=O)OC(C)(C)C)CC(=O)N1C(CN(CC1)C1=C(C=CC=C1)C)C(=O)N (1-(2-methoxy-4-(1-Boc-4-piperidyloxy)phenylacetyl)-4-(2-methylphenyl)piperazine-2-carboxamide), Cl (HCl). Run in C(C)(=O)OCC (ethyl acetate), C(C)(=O)OCC (ethyl acetate). Run at time 45 minute. Yields the product Cl.Cl.COC1=C(C=CC(=C1)OC1CCNCC1)CC(=O)N1C(CN(CC1)C1=C(C=CC=C1)C)C(=O)N (1-(2-methoxy-4-(4-piperidyloxy)phenylacetyl)-4-(2-methylphenyl)piperazine-2-carboxamide dihydrochloride). As a reaction SMILES: [CH3:1][O:2][C:3]1[CH:8]=[C:7]([O:9][CH:10]2[CH2:15][CH2:14][N:13](C(OC(C)(C)C)=O)[CH2:12][CH2:11]2)[CH:6]=[CH:5][C:4]=1[CH2:23][C:24]([N:26]1[CH2:31][CH2:30][N:29]([C:32]2[CH:37]=[CH:36][CH:35]=[CH:34][C:33]=2[CH3:38])[CH2:28][CH:27]1[C:39]([NH2:41])=[O:40])=[O:25].[ClH:42]>C(OCC)(=O)C>[ClH:42].[ClH:42].[CH3:1][O:2][C:3]1[CH:8]=[C:7]([O:9][CH:10]2[CH2:15][CH2:14][NH:13][CH2:12][CH2:11]2)[CH:6]=[CH:5][C:4]=1[CH2:23][C:24]([N:26]1[CH2:31][CH2:30][N:29]([C:32]2[CH:37]=[CH:36][CH:35]=[CH:34][C:33]=2[CH3:38])[CH2:28][CH:27]1[C:39]([NH2:41])=[O:40])=[O:25] |f:3.4.5|. Procedure: 1-(2-methoxy-4-(1-Boc-4-piperidyloxy)phenylacetyl)-4-(2-methylphenyl)piperazine-2-carboxamide (423 mg, 0.75 mmol) was stirred in ethyl acetate (4 ml) in an ice bath under nitrogen. A cold, saturated solution (4 ml) of HCl in ethyl acetate was added and the mixture stirred in the cold for 45 min. Nitrogen gas was passed through the mixture for 1 hour, and the reaction was concentrated in vacuo. The residue was reconcentrated from methanol and from ether to give 1-(2-methoxy-4-(4-piperidyloxy)phen... Procedure: A mixture of 1 g of 2-amino-5-chloropyridine-3- sulfonamide (Preparation 20) and 10 cm3 of acetic anhydride is brought to reflux for 6 hours. After cooling, the crystals are filtered off, washed with a small amount of acetic anhydride and then with diethyl ether and dried. The crystals are redissolved in 50 cm3 of 0.1N NaOH. The possible insoluble material is removed by filtration. The filtrate, adjusted to a pH of 4 using formic acid, allows crystals to precipitate. They are collected on a filt... RXN SMILES: [NH2:1][C:2]1[C:7]([S:8]([NH2:11])(=[O:10])=[O:9])=[CH:6][C:5]([Cl:12])=[CH:4][N:3]=1.[C:13](OC(=O)C)(=O)[CH3:14]>>[Cl:12][C:5]1[CH:4]=[N:3][C:2]2[NH:1][C:13]([CH3:14])=[N:11][S:8](=[O:9])(=[O:10])[C:7]=2[CH:6]=1. Starting materials: NC1=NC=C(C=C1S(=O)(=O)N)Cl (2-amino-5-chloropyridine-3- sulfonamide), C(C)(=O)OC(C)=O (acetic anhydride). Product: ClC1=CC2=C(NC(=NS2(=O)=O)C)N=C1 (7-CHLORO-3-METHYL-4H-PYRIDO[2,3-e] [1,2,4]THIADIAZINE 1,1-DIOXIDE). The reactants are O (water), ClC=1C=C(C2=C(NCCO2)C1)C(=O)OC (methyl 6-chloro-3,4-dihydro-2H-1,4-benzoxazine-8-carboxylate), C([O-])([O-])=O.[K+].[K+] (potassium carbonate), CI (methyl iodide). The yield is 72.7%. Conditions: temperature 70 celsius. Procedure details: To a solution of 9.2 g of methyl 6-chloro-3,4-dihydro-2H-1,4-benzoxazine-8-carboxylate and 6.7 g of potassium carbonate in 100 ml of dimethylformamide was added 6.4 g of methyl iodide with cooling and stirring. The resulting mixture was heated at 70° C. for 2 hours with stirring. The liquid reaction mixture was added to 200 ml of water, and the resulting insoluble substance was filtered off, washed with water, and dried, thereby obtaining 7.1 g of methyl 6-chloro-4-methyl-3,4-dihydro-2H-1,4-benz... The solvent is CN(C=O)C (dimethylformamide). Yields the product ClC=1C=C(C2=C(N(CCO2)C)C1)C(=O)OC (methyl 6-chloro-4-methyl-3,4-dihydro-2H-1,4-benzoxazine-8-carboxylate). RXN SMILES: [Cl:1][C:2]1[CH:3]=[C:4]([C:12]([O:14][CH3:15])=[O:13])[C:5]2[O:10][CH2:9][CH2:8][NH:7][C:6]=2[CH:11]=1.[C:16](=O)([O-])[O-].[K+].[K+].CI.O>CN(C)C=O>[Cl:1][C:2]1[CH:3]=[C:4]([C:12]([O:14][CH3:15])=[O:13])[C:5]2[O:10][CH2:9][CH2:8][N:7]([CH3:16])[C:6]=2[CH:11]=1 |f:1.2.3|.